This data is from the Open Reaction Database (ORD), a public repository of structured organic reaction records. The task is: describe an organic reaction: reactants, conditions, products, and yield Starting materials: CC1=CC=C(C=C1)CN(C(CC1=CC=C(C=C1)OC)=O)C1CCN(CC1)C(=O)OC(C)(C)C (N-((4-methylphenyl)methyl)-N-(1-(tert-butyloxycarbonyl)piperidin-4-yl)-4-methoxyphenylacetamide), C(C)(=O)OC(C)=O (acetic anhydride), C(C)O (ethanol), CC(CC=O)(C)C (3,3-Dimethylbutyraldehyde), [BH4-] (borohydride). Reaction conditions: time 48 hour. Yields the product CC(CCN1CCC(CC1)N(C(CC1=CC=C(C=C1)OC)=O)CC1=CC=C(C=C1)C)(C)C (N-(1-(3,3-Dimethylbutyl)piperidin-4-yl)-N-((4-methylphenyl)methyl)-4-methoxyphenylacetamide). As a reaction SMILES: [CH3:1][C:2]1[CH:7]=[CH:6][C:5]([CH2:8][N:9]([CH:21]2[CH2:26][CH2:25][N:24]([C:27](OC(C)(C)C)=O)[CH2:23][CH2:22]2)[C:10](=[O:20])[CH2:11][C:12]2[CH:17]=CC(OC)=[CH:14][CH:13]=2)=[CH:4][CH:3]=1.[CH3:34][C:35]([CH3:40])([CH3:39])[CH2:36]C=O.[BH4-].[C:42](OC(=O)C)(=O)C.[CH2:49]([OH:51])[CH3:50]>>[CH3:34][C:35]([CH3:40])([CH3:39])[CH2:36][CH2:27][N:24]1[CH2:23][CH2:22][CH:21]([N:9]([CH2:8][C:5]2[CH:4]=[CH:3][C:2]([CH3:1])=[CH:7][CH:6]=2)[C:10](=[O:20])[CH2:11][C:12]2[CH:13]=[CH:14][C:49]([O:51][CH3:42])=[CH:50][CH:17]=2)[CH2:26][CH2:25]1. Reported procedure: The product from example 13 above (20 mg, 0.06 mmol) was dissolved in abs. ethanol (2 ml). 3,3-Dimethylbutyraldehyde (0.143 ml, 1.1 mmol) was added followed by solid-supported borohydride (150 mg, 2.5 mmol/g resin; Aldrich 32,864-2). The mixture was shaken at room temperature. After 48 h, the resin was filtered off and acetic anhydride (0.02 ml, 0.2 mmol) was added to the organic solution. After 24 h, the mixture was concentrated and redissolved in methanol (2 ml). The solution was added on to a...